From a dataset of the Open Reaction Database (ORD), a public repository of structured organic reaction records. describe an organic reaction: reactants, conditions, products, and yield Reactants: C(C)OC(C=CC(CC1=CNC2=CC=CC=C12)N(C(C1=CC(=CC(=C1)C(F)(F)F)C(F)(F)F)=O)C)=O (4-[N-methyl-N-(3,5-bistrifluoromethyl-benzoyl)-amino]-5-(1H-indol-3-yl)-pent-2-enoic acid ethyl ester), ClC1=C(C=CC=C1)Cl (1,2-dichlorobenzene). Reagents/catalysts: [Pd] (palladium). The solvent is O1CCCC1 (tetrahydrofuran). The product is C(C)OC(CCC(CC1=CNC2=CC=CC=C12)N(C(C1=CC(=CC(=C1)C(F)(F)F)C(F)(F)F)=O)C)=O (4-[N-Methyl-N-(3.5-bistrifluoromethyl-benzoyl)-amino]-5-(1H-indol-3-yl)-pentanoic acid ethyl ester). Reaction SMILES: [CH2:1]([O:3][C:4](=[O:36])[CH:5]=[CH:6][CH:7]([N:18]([CH3:35])[C:19](=[O:34])[C:20]1[CH:25]=[C:24]([C:26]([F:29])([F:28])[F:27])[CH:23]=[C:22]([C:30]([F:33])([F:32])[F:31])[CH:21]=1)[CH2:8][C:9]1[C:17]2[C:12](=[CH:13][CH:14]=[CH:15][CH:16]=2)[NH:11][CH:10]=1)[CH3:2].ClC1C=CC=CC=1Cl>O1CCCC1.[Pd]>[CH2:1]([O:3][C:4](=[O:36])[CH2:5][CH2:6][CH:7]([N:18]([CH3:35])[C:19](=[O:34])[C:20]1[CH:25]=[C:24]([C:26]([F:28])([F:27])[F:29])[CH:23]=[C:22]([C:30]([F:31])([F:32])[F:33])[CH:21]=1)[CH2:8][C:9]1[C:17]2[C:12](=[CH:13][CH:14]=[CH:15][CH:16]=2)[NH:11][CH:10]=1)[CH3:2]. Procedure: A solution of 34.3 g of 4-[N-methyl-N-(3,5-bistrifluoromethyl-benzoyl)-amino]-5-(1H-indol-3-yl)-pent-2-enoic acid ethyl ester in 340 ml of tetrahydrofuran is hydrogenated at 20° C. for 80 minutes in the presence of 3.4 g of palladium/activated carbon (10%) and 0.4 g of 1,2-dichlorobenzene. The reaction mixture is then filtered and concentrated by evaporation. In this way the title compound is obtained in the form of a brownish resin. Starting materials: ClC1=C(C=CC=C1)S(=O)(=O)NC(C)(C)C (2-chloro-N-t-butylbenzenesulfonamide), C(CCC)[Li] (n-butyllithium), IC1=CC=CC=C1 (iodobenzene), [OH-].[NH4+] (ammonium hydroxide), cuprous iodide. Run in C(C)(=O)OCC (ethyl acetate), O1CCCC1 (tetrahydrofuran), hexanes, C(C)(=O)O (acetic acid). Conditions: time 1 hour. The product is ClC1=C(C(=CC=C1)C1=CC=CC=C1)S(=O)(=O)NC(C)(C)C (2-Chloro-N-(1,1-dimethylethyl)-6-phenylbenzenesulfonamide). Yield: 83.4%. Reaction SMILES: [Cl:1][C:2]1[CH:7]=[CH:6][CH:5]=[CH:4][C:3]=1[S:8]([NH:11][C:12]([CH3:15])([CH3:14])[CH3:13])(=[O:10])=[O:9].C([Li])CCC.I[C:22]1[CH:27]=[CH:26][CH:25]=[CH:24][CH:23]=1.[OH-].[NH4+]>O1CCCC1.C(OCC)(=O)C.C(O)(=O)C>[Cl:1][C:2]1[CH:7]=[CH:6][CH:5]=[C:4]([C:22]2[CH:27]=[CH:26][CH:25]=[CH:24][CH:23]=2)[C:3]=1[S:8]([NH:11][C:12]([CH3:15])([CH3:14])[CH3:13])(=[O:9])=[O:10] |f:3.4|. Reported procedure: A solution of 21.5 g (0.087 mol) 2-chloro-N-t-butylbenzenesulfonamide in anhydrous tetrahydrofuran was cooled to -30° under a nitrogen atmosphere while 121 ml of 1.6M n-butyllithium in hexanes was added over ten minutes. The mixture was then stirred for one hour at room temperature then recooled to below 0° and 16.6 g (0.087 mol) cuprous iodide (Alfa ultrapure grade) was added. After ten minutes at 0°, 10 ml (0.089 mol) iodobenzene was added and the mixture heated to reflux for 18 hours. The sus... The reactants are CN(C(=N)N(C)C)C (1,1,3,3-Tetramethylguanidine), COC(C(NC(C1=C(C=C(C=C1C)C(=O)NCC1=CC(=CC=C1)O)Cl)=O)P(=O)(OC)OC)=O (rac.-N-[2-chloro4-[[(3-hydroxybenzyl)amino]carbonyl]-6-methylbenzoyl]-2-(dimethoxyphosphinyl)glycine methyl ester), CC(C)(OC(=O)N1N=NC2=C1C=CC(=C2)C=O)C (1-(1,1-dimethylethoxycarbonyl)-1H-benzotriazole-5-carboxaldehyde). Solvent: O1CCCC1 (tetrahydrofuran). Run at time 42 hour. The product is COC(/C(=C/C1=CC2=C(N(N=N2)C(=O)OC(C)(C)C)C=C1)/NC(C1=C(C=C(C=C1C)C(=O)NCC1=CC(=CC=C1)O)Cl)=O)=O ((Z)-2-[[2-chloro-4-[[(3-hydroxybenzyl)amino]carbonyl]-6-methylbenzoyl]amino]-3-[1-(1,1-dimethylethoxycarbonyl)-1H-benzotriazol-5-yl]propenoic acid methyl ester). Yield: 88.0%. RXN SMILES: CN(C)C(N(C)C)=N.[CH3:9][O:10][C:11](=[O:41])[CH:12](P(OC)(OC)=O)[NH:13][C:14](=[O:34])[C:15]1[C:20]([CH3:21])=[CH:19][C:18]([C:22]([NH:24][CH2:25][C:26]2[CH:31]=[CH:30][CH:29]=[C:28]([OH:32])[CH:27]=2)=[O:23])=[CH:17][C:16]=1[Cl:33].[CH3:42][C:43]([CH3:59])([O:45][C:46]([N:48]1[C:52]2[CH:53]=[CH:54][C:55]([CH:57]=O)=[CH:56][C:51]=2[N:50]=[N:49]1)=[O:47])[CH3:44]>O1CCCC1>[CH3:9][O:10][C:11](=[O:41])/[C:12](/[NH:13][C:14](=[O:34])[C:15]1[C:20]([CH3:21])=[CH:19][C:18]([C:22]([NH:24][CH2:25][C:26]2[CH:31]=[CH:30][CH:29]=[C:28]([OH:32])[CH:27]=2)=[O:23])=[CH:17][C:16]=1[Cl:33])=[CH:57]/[C:55]1[CH:54]=[CH:53][C:52]2[N:48]([C:46]([O:45][C:43]([CH3:42])([CH3:59])[CH3:44])=[O:47])[N:49]=[N:50][C:51]=2[CH:56]=1. Procedure details: 1,1,3,3-Tetramethylguanidine (60 μL, 0.48 mmol) was added to a solution of rac.-N-[2-chloro-4-[[(3-hydroxybenzyl)amino]carbonyl]-6-methylbenzoyl]-2-(dimethoxyphosphinyl)glycine methyl ester (Example 132; 109 mg, 0.22 mmol) in tetrahydrofuran (3 mL) at room temperature. 1-(1,1-dimethylethoxycarbonyl)-1H-benzotriazole-5-carboxaldehyde (Example 40; 55 mg, 0.22 mmol) was added and the solution was stirred at room temperature for 42 h. After the solvents were removed under reduced pressure, the resid... Reported procedure: A mixture of 23 parts of 5-(bromomethyl)-2-methyloxazole, 57.6 parts of ethyl 4-[(1H-benzimidazol-2-yl)amino]-1-piperidinecarboxylate, 26.5 parts of sodium carbonate and 470 parts of N,N-dimethylformamide was stirred for 18 hours at 80° C. The reaction mixture was poured into water and the whole was extracted with 4-methyl-2-pentanone. The extract was washed with water, dried, filtered and evaporated. The residue was stirred in acetonitrile. The precipitate was filtered off and the filtrate was ... The product is CC=1OC(=CN1)CN1C(=NC2=C1C=CC=C2)NC2CCN(CC2)C(=O)OCC (ethyl 4-[[1-[(2-methyl-5-oxazolyl)methyl]-1H-benzimidazol-2-yl]amino]-1-piperidinecarboxylate). Reactants: 23, BrCC1=CN=C(O1)C (5-(bromomethyl)-2-methyloxazole), N1C(=NC2=C1C=CC=C2)NC2CCN(CC2)C(=O)OCC (ethyl 4-[(1H-benzimidazol-2-yl)amino]-1-piperidinecarboxylate), C([O-])([O-])=O.[Na+].[Na+] (sodium carbonate), CN(C=O)C (N,N-dimethylformamide). Yield: 11.2%. RXN SMILES: Br[CH2:2][C:3]1[O:7][C:6]([CH3:8])=[N:5][CH:4]=1.[NH:9]1[C:13]2[CH:14]=[CH:15][CH:16]=[CH:17][C:12]=2[N:11]=[C:10]1[NH:18][CH:19]1[CH2:24][CH2:23][N:22]([C:25]([O:27][CH2:28][CH3:29])=[O:26])[CH2:21][CH2:20]1.C(=O)([O-])[O-].[Na+].[Na+].CN(C)C=O>O>[CH3:8][C:6]1[O:7][C:3]([CH2:2][N:9]2[C:13]3[CH:14]=[CH:15][CH:16]=[CH:17][C:12]=3[N:11]=[C:10]2[NH:18][CH:19]2[CH2:24][CH2:23][N:22]([C:25]([O:27][CH2:28][CH3:29])=[O:26])[CH2:21][CH2:20]2)=[CH:4][N:5]=1 |f:2.3.4|. Conditions: temperature 80 celsius, time 18 hour. Solvent: O (water).